This data is from the Open Reaction Database (ORD), a public repository of structured organic reaction records. The task is: describe an organic reaction: reactants, conditions, products, and yield Reaction SMILES: [CH3:1][CH2:2][C:3](=O)[CH2:4][CH3:5].[CH3:7][C:8]([C:13]1[S:17][C:16]([NH:18][C:19](=[O:25])[CH:20]([NH2:24])[CH2:21][CH2:22][CH3:23])=[N:15][N:14]=1)([CH3:12])[CH2:9][CH2:10][CH3:11].C(O[BH-](OC(=O)C)OC(=O)C)(=O)C.[Na+].C(O)(=O)C.[BH3-]C#N.[Na+]>ClCCl.CN(C=O)C>[CH3:12][C:8]([C:13]1[S:17][C:16]([NH:18][C:19](=[O:25])[CH:20]([NH:24][CH:3]([CH2:4][CH3:5])[CH2:2][CH3:1])[CH2:21][CH2:22][CH3:23])=[N:15][N:14]=1)([CH3:7])[CH2:9][CH2:10][CH3:11] |f:2.3,5.6|. The product is CC(CCC)(C)C1=NN=C(S1)NC(C(CCC)NC(CC)CC)=O (2-(1-Ethyl-propylamino)-pentanoic acid [5-(1,1-dimethyl-butyl)-[1,3,4]thiadiazol-2-yl]-amide). Run at time 8 hour. Procedure details: A mixture of pentan-3-one (0.3 mmol), 2-Amino-pentanoic acid [5-(1,1-dimethyl-butyl)-[1,3,4]thiadiazol-2-yl]-amide (0.3 mmol), sodium triacetoxy borohydride (0.3 mmol) and acetic acid (0.3 mmol) in 1.0 mL of anhydrous dichloromethane and 1 ml DMF was stirred at room temperature (rt) overnight. The reaction was not complete. The mixture was treated with NaBH3CN (40 mg) and heated at 45° C. for 4 hr. All starting material was consumed. The crude solution was diluted with dilute NaOH and extracted ... Reactants: [BH3-]C#N.[Na+] (NaBH3CN), CCC(CC)=O (pentan-3-one), CC(CCC)(C)C1=NN=C(S1)NC(C(CCC)N)=O (2-Amino-pentanoic acid [5-(1,1-dimethyl-butyl)-[1,3,4]thiadiazol-2-yl]-amide), C(C)(=O)O[BH-](OC(C)=O)OC(C)=O.[Na+] (sodium triacetoxy borohydride), C(C)(=O)O (acetic acid). Run in ClCCl (dichloromethane), CN(C)C=O (DMF). The reactants are CC=1C=C(C=CC1)C(C)=O (3′-methylacetophenone), C(#N)CC(=O)OCC (ethyl cyanoacetate), C(#N)CC(=O)OCC (ethyl cyanoacetate), C(C)(=O)[O-].[NH4+] (ammonium acetate). Solvent: C1=CC=CC=C1 (benzene), C(C)(=O)O (acetic acid), C(C)(=O)OCC (ethyl acetate), C(C)(=O)O (acetic acid). Conditions: time 10 hour. Product: C(C)OC(C(=C(C)C1=CC(=CC=C1)C)C#N)=O (2-Cyano-3-(3-methylphenyl)-but-2-enoic acid ethyl ester). As a reaction SMILES: [CH3:1][C:2]1[CH:3]=[C:4]([C:8](=O)[CH3:9])[CH:5]=[CH:6][CH:7]=1.[C:11]([CH2:13][C:14]([O:16][CH2:17][CH3:18])=[O:15])#[N:12].C([O-])(=O)C.[NH4+]>C(OCC)(=O)C.C(O)(=O)C.C1C=CC=CC=1>[CH2:17]([O:16][C:14](=[O:15])[C:13]([C:11]#[N:12])=[C:8]([C:4]1[CH:5]=[CH:6][CH:7]=[C:2]([CH3:1])[CH:3]=1)[CH3:9])[CH3:18] |f:2.3|. Procedure: A mixture of 3′-methylacetophenone (50 mmol), ethyl cyanoacetate (50 mmol), 25 acetic acid (1.14 mL) ammonium acetate (400 mg), and benzene (50 mL) was heated to reflux in a Dean-Stark apparatus. After approximately 10 hours, additional ethyl cyanoacetate (50 mmol), acetic acid (1.14 mL), and ammonium acetate (400 mg) are added. After an additional 10 hours, the reaction was cooled to room temperature, diluted with ethyl acetate (30 mL), washed with water (240 mL), brine (40 mL), and 30 dried (N...